From a dataset of the Open Reaction Database (ORD), a public repository of structured organic reaction records. describe an organic reaction: reactants, conditions, products, and yield Starting materials: O=C([O-])O, CCO, Cl, [Na+], CCOP(=O)(OCC)Oc1ccc(CO[Si](C)(C)C(C)(C)C)cc1. Yields the product CCOP(=O)(OCC)Oc1ccc(CO)cc1. Reaction SMILES: [C:26](=[O:27])([OH:28])[O-:29].[CH3:31][CH2:32][OH:33].[ClH:1].[Na+:30].[P:2](=[O:3])([O:4][CH2:5][CH3:6])([O:7][CH2:8][CH3:9])[O:10][c:11]1[cH:12][cH:13][c:14]([CH2:17][O:18][Si:19]([C:20]([CH3:21])([CH3:22])[CH3:23])([CH3:24])[CH3:25])[cH:15][cH:16]1>>[P:2](=[O:3])([O:4][CH2:5][CH3:6])([O:7][CH2:8][CH3:9])[O:10][c:11]1[cH:12][cH:13][c:14]([CH2:17][OH:18])[cH:15][cH:16]1. Reactants: C1CCOC1, CC(C)(C)O, CCOC(C)=O, [O-][Cl+][O-], COC(=O)c1[nH]cc(C=O)c1Cl, [Na+], O, O=C(O)CC(O)(CC(=O)O)C(=O)O. The product is COC(=O)c1[nH]cc(C(=O)O)c1Cl. Reaction SMILES: [CH2:13]1[CH2:16][CH2:15][CH2:14][O:17]1.[CH3:35][C:36]([OH:37])([CH3:38])[CH3:39].[CH3:41][CH2:42][O:43][C:44]([CH3:45])=[O:46].[Cl+:18]([O-:19])[O-:20].[Cl:1][c:2]1[c:3]([C:9](=[O:10])[O:11][CH3:12])[nH:4][cH:5][c:6]1[CH:7]=[O:8].[Na+:21].[OH2:40].[OH:22][C:23]([CH2:24][C:25]([C:26](=[O:27])[OH:28])([CH2:29][C:30](=[O:31])[OH:32])[OH:33])=[O:34]>>[Cl:1][c:2]1[c:3]([C:9](=[O:10])[O:11][CH3:12])[nH:4][cH:5][c:6]1[C:7](=[O:8])[OH:17]. Starting materials: Cc1n[nH]cc1-c1ccccc1, CC(C)(C)O, [K+], O=[Mn](=O)(=O)[O-], O. Yields the product O=C(O)c1n[nH]cc1-c1ccccc1. Reaction SMILES: [CH3:1][c:2]1[n:3][nH:4][cH:5][c:6]1-[c:7]1[cH:8][cH:9][cH:10][cH:11][cH:12]1.[CH3:20][C:21]([OH:22])([CH3:23])[CH3:24].[K+:18].[Mn:13](=[O:14])([O-:15])(=[O:16])=[O:17].[OH2:19]>>[C:1]([c:2]1[n:3][nH:4][cH:5][c:6]1-[c:7]1[cH:8][cH:9][cH:10][cH:11][cH:12]1)([OH:14])=[O:19].